describe an organic reaction: reactants, conditions, products, and yield From a dataset of the Open Reaction Database (ORD), a public repository of structured organic reaction records. The reactants are CCOCC (ether), O (water), C([O-])([O-])=O.[K+].[K+] (potassium carbonate), 5-bromo-3-cyano-1-(2,6-dichloro-4-trifiluoromethylphenyl)-4-trimethylsilylethynylpyrazole, BrC1=C(C(=NN1C1=C(C=C(C=C1Cl)C(F)(F)F)Cl)C#N)C#C[Si](C)(C)C (5-Bromo-3-cyano-1-(2,6-dichloro-4-trifluoromethylphenyl)-4-trimethylsilylethynylpyrazole), C([O-])([O-])=O.[K+].[K+] (potassium carbonate). The solvent is CO (methanol). Conditions: time 2 hour. Product: BrC1=C(C(=NN1C1=C(C=C(C=C1Cl)C(F)(F)F)Cl)C(=O)OC)CC (5-Bromo-1-(2,6-dichloro-4-trifluoromethylphenyl)-4-ethyl-3-methoxycarbonylpyrazole). RXN SMILES: [Br:1][C:2]1[N:6]([C:7]2[C:12]([Cl:13])=[CH:11][C:10]([C:14]([F:17])([F:16])[F:15])=[CH:9][C:8]=2[Cl:18])[N:5]=[C:4]([C:19]#N)[C:3]=1[C:21]#[C:22][Si](C)(C)C.[C:27](=O)([O-])[O-:28].[K+].[K+].CC[O:35]CC.O>CO>[Br:1][C:2]1[N:6]([C:7]2[C:12]([Cl:13])=[CH:11][C:10]([C:14]([F:17])([F:16])[F:15])=[CH:9][C:8]=2[Cl:18])[N:5]=[C:4]([C:19]([O:28][CH3:27])=[O:35])[C:3]=1[CH2:21][CH3:22] |f:1.2.3|. Reported procedure: To a stirred solution of 5-bromo-3-cyano-1-(2,6-dichloro-4-trifiluoromethylphenyl)-4-trimethylsilylethynylpyrazole (100 mg, the compound of Example C1) in methanol (1 ml) was added potassium carbonate (2.9 mg). Stirring was continued at room temperature for 2 hours and then potassium carbonate (3.0 mg) was added. Stirring was continued for a further 4 hours. The reaction mixture was then poured into ether (10 ml) and water (10 ml). The organic layer was separated, dried (MgSO4) and evaporated to... The reactants are CN([C@@H]1CC[C@H](CC1)COS(=O)(=O)C1=CC=C(C=C1)C(F)(F)F)S(=O)(=O)C1=CC=C(C=C1)C(F)(F)F (trans-4-Trifluoromethyl-benzenesulfonic acid 4-[methyl-(4-trifluoromethyl-benzenesulfonyl)-amino]-cyclohexylmethyl ester), Cl.CN(CCS)C (2-dimethylaminoethanethiol hydrochloride), [H-].[Na+] (NaH), C(=O)(O)[O-].[Na+].CCOCC (NaHCO3 Et2O), [Na+].[I-] (NaI), OS(=O)(=O)[O-].[K+] (KHSO4), Cl.CN(CCS)C (2-dimethylaminoethanethiol hydrochloride), [H-].[Na+] (NaH). The solvent is CN(C)C=O (DMF). Reaction conditions: time 20 hour. Product: CN(CCSC[C@@H]1CC[C@H](CC1)N(S(=O)(=O)C1=CC=C(C=C1)C(F)(F)F)C)C (trans-N-[4-(2-Dimethylamino-ethylsulfanylmethyl)-cyclohexyl]-N-methyl-4-trifluoromethyl-benzenesulfonamide). The yield is 62.9%. RXN SMILES: [CH3:1][N:2]([S:24]([C:27]1[CH:32]=[CH:31][C:30]([C:33]([F:36])([F:35])[F:34])=[CH:29][CH:28]=1)(=[O:26])=[O:25])[C@H:3]1[CH2:8][CH2:7][C@H:6]([CH2:9]OS(C2C=CC(C(F)(F)F)=CC=2)(=O)=O)[CH2:5][CH2:4]1.Cl.[CH3:38][N:39]([CH3:43])[CH2:40][CH2:41][SH:42].[H-].[Na+].[Na+].[I-].OS([O-])(=O)=O.[K+].C([O-])(O)=O.[Na+].CCOCC>CN(C=O)C>[CH3:38][N:39]([CH3:43])[CH2:40][CH2:41][S:42][CH2:9][C@H:6]1[CH2:7][CH2:8][C@H:3]([N:2]([CH3:1])[S:24]([C:27]2[CH:32]=[CH:31][C:30]([C:33]([F:35])([F:36])[F:34])=[CH:29][CH:28]=2)(=[O:25])=[O:26])[CH2:4][CH2:5]1 |f:1.2,3.4,5.6,7.8,9.10.11|. Procedure: A solution of 280 mg (0.5 mmol) of trans-4-Trifluoromethyl-benzenesulfonic acid 4-[methyl-(4-trifluoromethyl-benzenesulfonyl)-amino]-cyclohexylmethyl ester and 78 mg (0.55 mmol) of 2-dimethylaminoethanethiol hydrochloride in 4.5 ml DMF was treated at 0° C. with 48 mg (1.1 mmol) of 55% NaH, stirred for 20 h at RT. After cooling (0° C.) and treatment with a catalytic amount of NaI followed by 78 mg (0.55 mmol) of 2-dimethylaminoethanethiol hydrochloride and 48 mg (1.1 mmol) of 55% NaH the reaction...